Dataset: the Open Reaction Database (ORD), a public repository of structured organic reaction records. Task: describe an organic reaction: reactants, conditions, products, and yield The product is Cn1c(C(F)(F)F)cnc(-c2ccc(Cl)cc2F)c1=O. Reactants: O=C([O-])[O-], CI, CN(C)C=O, O=c1[nH]c(C(F)(F)F)cnc1-c1ccc(Cl)cc1F, [K+], [K+], O. Reaction SMILES: [C:20](=[O:21])([O-:22])[O-:23].[CH3:26][I:27].[CH3:29][N:30]([CH3:31])[CH:32]=[O:33].[Cl:1][c:2]1[cH:3][c:4]([F:19])[c:5](-[c:8]2[c:9](=[O:18])[nH:10][c:11]([C:14]([F:15])([F:16])[F:17])[cH:12][n:13]2)[cH:6][cH:7]1.[K+:24].[K+:25].[OH2:28]>>[Cl:1][c:2]1[cH:3][c:4]([F:19])[c:5](-[c:8]2[c:9](=[O:18])[n:10]([CH3:20])[c:11]([C:14]([F:15])([F:16])[F:17])[cH:12][n:13]2)[cH:6][cH:7]1.